Dataset: the Open Reaction Database (ORD), a public repository of structured organic reaction records. Task: describe an organic reaction: reactants, conditions, products, and yield Starting materials: O=S(=O)(O)Cl, CCOC(=O)C1=Cc2cc(Cl)ccc2OC1C(F)(F)F. Product: CCOC(=O)C1=Cc2cc(Cl)cc(S(=O)(=O)Cl)c2OC1C(F)(F)F. Reaction SMILES: [Cl:1][S:2](=[O:3])(=[O:4])[OH:5].[Cl:6][c:7]1[cH:8][c:9]2[c:14]([cH:15][cH:16]1)[O:13][CH:12]([C:17]([F:18])([F:19])[F:20])[C:11]([C:21](=[O:22])[O:23][CH2:24][CH3:25])=[CH:10]2>>[Cl:1][S:2](=[O:3])(=[O:5])[c:15]1[c:14]2[c:9]([cH:8][c:7]([Cl:6])[cH:16]1)[CH:10]=[C:11]([C:21](=[O:22])[O:23][CH2:24][CH3:25])[CH:12]([C:17]([F:18])([F:19])[F:20])[O:13]2. Reactants: EtOAc Hexanes, [O-][Mn](=O)(=O)=O.[K+] (KMnO4), C1(=CC=CC=C1)P(C1=CC=CC=C1)C1=CC=CC=C1 (triphenylphosphine), CC(C)OC(=O)/N=N/C(=O)OC(C)C (diisopropylazodicarboxylate), C(C1=CC=CC=C1)OC(NCC(NC(C(CO)O)CC1=CC(=CC(=C1)F)OCC1=CC=CC=C1)=O)=O ({[1-(3-Benzyloxy-5-fluoro-benzyl)-2,3-dihydroxy-propylcarbamoyl]-methyl}-carbamic acid benzyl ester). The solvent is C(Cl)(Cl)Cl (chloroform). Conditions: time 8 hour. Product: C(C1=CC=CC=C1)OC(NCC(NC(CC1=CC(=CC(=C1)F)OCC1=CC=CC=C1)C1OC1)=O)=O ({[2-(3-Benzyloxy-5-fluoro-phenyl)-1-oxiranyl-ethylcarbamoyl]-methyl}-carbamic acid benzyl ester). As a reaction SMILES: C1(P(C2C=CC=CC=2)C2C=CC=CC=2)C=CC=CC=1.CC(OC(/N=N/C(OC(C)C)=O)=O)C.[CH2:34]([O:41][C:42](=[O:69])[NH:43][CH2:44][C:45](=[O:68])[NH:46][CH:47]([CH2:52][C:53]1[CH:58]=[C:57]([F:59])[CH:56]=[C:55]([O:60][CH2:61][C:62]2[CH:67]=[CH:66][CH:65]=[CH:64][CH:63]=2)[CH:54]=1)[CH:48]([OH:51])[CH2:49]O)[C:35]1[CH:40]=[CH:39][CH:38]=[CH:37][CH:36]=1.[O-][Mn](=O)(=O)=O.[K+]>C(Cl)(Cl)Cl>[CH2:34]([O:41][C:42](=[O:69])[NH:43][CH2:44][C:45](=[O:68])[NH:46][CH:47]([CH:48]1[CH2:49][O:51]1)[CH2:52][C:53]1[CH:58]=[C:57]([F:59])[CH:56]=[C:55]([O:60][CH2:61][C:62]2[CH:63]=[CH:64][CH:65]=[CH:66][CH:67]=2)[CH:54]=1)[C:35]1[CH:36]=[CH:37][CH:38]=[CH:39][CH:40]=1 |f:3.4|. Procedure details: In flame-dried glassware is prepared a solution of triphenylphosphine (0.291 g, 1.11 mmol, 1.10 eq.), diisopropylazodicarboxylate (0.22 mL, 1.11 mmol, 1.10 eq.) in anh. chloroform (2.5 mL). The product of Step 1 is added (0.500 g, 1.01 mmol, 1.00 eq.) with stirring under N2 overnight. The reaction is (complete as monitored by TLC; 35% EtOAc/Hexanes, KMnO4 stain) concentrated in vacuo to yield crude products as an amber oil. Calculate mass for C27H27FN2O5: 478.19. Mass found for C27H27FN2O5: (LCM... Starting materials: CC(=O)O, CSc1ccc(C=NO)o1, [Zn]. Product: CSc1ccc(CN)o1. Reaction SMILES: [CH3:11][C:12](=[O:13])[OH:14].[CH3:1][S:2][c:3]1[cH:4][cH:5][c:6]([CH:8]=[N:9][OH:10])[o:7]1.[Zn:15]>>[CH3:1][S:2][c:3]1[cH:4][cH:5][c:6]([CH2:8][NH2:9])[o:7]1. The reactants are COC(=O)c1ccc(-c2ccc(OCCBr)cc2)cc1SC(C)C, CN(C)C=O, CCOC(C)=O, CC(C)NC(C)C, CC(N)C(O)c1ccc(O)cc1. Yields the product COC(=O)c1ccc(-c2ccc(OCCNC(C)C(O)c3ccc(O)cc3)cc2)cc1SC(C)C. RXN SMILES: [Br:20][CH2:21][CH2:22][O:23][c:24]1[cH:25][cH:26][c:27](-[c:30]2[cH:31][c:32]([S:40][CH:41]([CH3:42])[CH3:43])[c:33]([C:36](=[O:37])[O:38][CH3:39])[cH:34][cH:35]2)[cH:28][cH:29]1.[CH3:44][N:45]([CH3:46])[CH:47]=[O:48].[CH3:49][CH2:50][O:51][C:52](=[O:53])[CH3:54].[CH:13]([NH:14][CH:15]([CH3:16])[CH3:17])([CH3:18])[CH3:19].[NH2:1][CH:2]([CH:3]([OH:4])[c:5]1[cH:6][cH:7][c:8]([OH:11])[cH:9][cH:10]1)[CH3:12]>>[NH:1]([CH:2]([CH:3]([OH:4])[c:5]1[cH:6][cH:7][c:8]([OH:11])[cH:9][cH:10]1)[CH3:12])[CH2:21][CH2:22][O:23][c:24]1[cH:25][cH:26][c:27](-[c:30]2[cH:31][c:32]([S:40][CH:41]([CH3:42])[CH3:43])[c:33]([C:36](=[O:37])[O:38][CH3:39])[cH:34][cH:35]2)[cH:28][cH:29]1. Reactants: O (Water), ClC1=CC=C(CN2CCC(CC2)C(C=C(C2=CC=C(C=C2)Cl)O)=O)C=C1 (1-(4-Chlorobenzyl)-4-(3-hydroxy-1-oxo-3-(4-chlorophenyl)prop-2-en-1-yl)piperidine), CNN (methyl hydrazine), CN(C)C=O (DMF). Run in CO (methanol). The product is CN1N=C(C=C1C1CCN(CC1)CC1=CC=C(C=C1)Cl)C1=CC=C(C=C1)Cl (1-methyl-5-(1-(4-chlorobenzyl)-4-piperidinyl)-3-(4-chlorophenyl)pyrazole). Yield: 34.3%. As a reaction SMILES: [Cl:1][C:2]1[CH:26]=[CH:25][C:5]([CH2:6][N:7]2[CH2:12][CH2:11][CH:10]([C:13](=O)[CH:14]=[C:15](O)[C:16]3[CH:21]=[CH:20][C:19]([Cl:22])=[CH:18][CH:17]=3)[CH2:9][CH2:8]2)=[CH:4][CH:3]=1.[CH3:27][NH:28][NH2:29].CN(C=O)C.O>CO>[CH3:27][N:28]1[C:13]([CH:10]2[CH2:11][CH2:12][N:7]([CH2:6][C:5]3[CH:25]=[CH:26][C:2]([Cl:1])=[CH:3][CH:4]=3)[CH2:8][CH2:9]2)=[CH:14][C:15]([C:16]2[CH:21]=[CH:20][C:19]([Cl:22])=[CH:18][CH:17]=2)=[N:29]1. Procedure: 1-(4-Chlorobenzyl)-4-(3-hydroxy-1-oxo-3-(4-chlorophenyl)-prop-2-en-1-yl)piperidine obtained from Example 1 (264 mg) and methyl hydrazine (62 mg) were stirred in methanol (5 ml) and DMF (2 ml) for 16 h. Water was added, the mixture extracted with ethyl acetate (3×20 ml), the combined organic layers washed with water and brine, dried (MgSO4), evaporated in vacuo, and purified by preparative thin layer chromatography, eluding with dichloromethane:methanol: triethylamine (98:2:1 v/v) to give 1-methy... RXN SMILES: [C:21](=[O:22])([O-:23])[O-:24].[CH2:27]1[O:28][CH2:29][CH2:30][CH2:31]1.[K+:25].[K+:26].[N+:1](=[O:2])([O-:3])[c:4]1[cH:5][c:6]([S:10](=[O:11])(=[O:12])[Cl:13])[cH:7][cH:8][cH:9]1.[NH2:14][c:15]1[cH:16][cH:17][cH:18][cH:19][cH:20]1>>[N+:1](=[O:2])([O-:3])[c:4]1[cH:5][c:6]([S:10](=[O:11])(=[O:12])[NH:14][c:15]2[cH:16][cH:17][cH:18][cH:19][cH:20]2)[cH:7][cH:8][cH:9]1. Reactants: O=C([O-])[O-], C1CCOC1, [K+], [K+], O=[N+]([O-])c1cccc(S(=O)(=O)Cl)c1, Nc1ccccc1. The product is O=[N+]([O-])c1cccc(S(=O)(=O)Nc2ccccc2)c1.